Task: describe an organic reaction: reactants, conditions, products, and yield. Dataset: the Open Reaction Database (ORD), a public repository of structured organic reaction records The reactants are C(N)(=O)C1C(=NC(S1)C1=CC=C(N=N1)N(C(OC(C)(C)C)=O)CC1(CCC1)C1=NC=CC=C1F)OC (t-butyl 6-(5-carbamoyl-4-methoxy-2,5-dihydrothiazol-2-yl)pyridazin-3-yl((1-(3-fluoropyridin-2-yl)cyclobutyl)methyl)carbamate), B(Br)(Br)Br (BBr3). The solvent is C(Cl)Cl (CH2Cl2), CO (methanol). Reaction conditions: time 2 hour. Product: FC=1C(=NC=CC1)C1(CCC1)CNC1=CC=C(N=N1)C1SC(C(=N1)O)C(=O)N (2-(6-((1-(3-fluoropyridin-2-yl)cyclobutyl)methylamino)pyridazin-3-yl)-4-hydroxy-2,5-dihydrothiazole-5-carboxamide). Yield: 31060.1%. As a reaction SMILES: [C:1]([CH:4]1[S:8][CH:7]([C:9]2[N:14]=[N:13][C:12]([N:15]([CH2:23][C:24]3([C:28]4[C:33]([F:34])=[CH:32][CH:31]=[CH:30][N:29]=4)[CH2:27][CH2:26][CH2:25]3)C(=O)OC(C)(C)C)=[CH:11][CH:10]=2)[N:6]=[C:5]1[O:35]C)(=[O:3])[NH2:2].B(Br)(Br)Br>C(Cl)Cl.CO>[F:34][C:33]1[C:28]([C:24]2([CH2:23][NH:15][C:12]3[N:13]=[N:14][C:9]([CH:7]4[N:6]=[C:5]([OH:35])[CH:4]([C:1]([NH2:2])=[O:3])[S:8]4)=[CH:10][CH:11]=3)[CH2:25][CH2:26][CH2:27]2)=[N:29][CH:30]=[CH:31][CH:32]=1. Procedure: To a stirring mixture of t-butyl 6-(5-carbamoyl-4-methoxy-2,5-dihydrothiazol-2-yl)pyridazin-3-yl((1-(3-fluoropyridin-2-yl)cyclobutyl)methyl)carbamate (60 mg, 0.12 μmol) in CH2Cl2 (2 mL) was added BBr3 (140 μL, 1.2 mmol). The reaction was stirred at rt for 2 h and then at 60° C. for 15 min. The reaction was cooled to rt and carefully diluted with methanol (2 mL). The reaction was concentrated, diluted with ethyl acetate (20 mL), and saturated sodium bicarbonate (10 mL) was added. The mixture was ...